This data is from the Open Reaction Database (ORD), a public repository of structured organic reaction records. The task is: describe an organic reaction: reactants, conditions, products, and yield Reactants: CN1CCOCC1, CN(C)c1ccccn1, CO, ClCCl, COC(=S)c1cc(-c2nc(-c3ccc(N)cc3)cs2)c(C)s1, O=S(=O)(Cl)c1ccccc1. Yields the product COC(=S)c1cc(-c2nc(-c3ccc(NS(=O)(=O)c4ccccc4)cc3)cs2)c(C)s1. Reaction SMILES: [CH3:23][N:24]1[CH2:25][CH2:26][O:27][CH2:28][CH2:29]1.[CH3:30][N:31]([c:32]1[cH:33][cH:34][cH:35][cH:36][n:37]1)[CH3:38].[CH3:52][OH:53].[Cl:49][CH2:50][Cl:51].[NH2:1][c:2]1[cH:3][cH:4][c:5](-[c:8]2[n:9][c:10](-[c:13]3[cH:14][c:15]([C:19](=[S:20])[O:21][CH3:22])[s:16][c:17]3[CH3:18])[s:11][cH:12]2)[cH:6][cH:7]1.[c:39]1([S:45](=[O:46])(=[O:47])[Cl:48])[cH:40][cH:41][cH:42][cH:43][cH:44]1>>[NH:1]([c:2]1[cH:3][cH:4][c:5](-[c:8]2[n:9][c:10](-[c:13]3[cH:14][c:15]([C:19](=[S:20])[O:21][CH3:22])[s:16][c:17]3[CH3:18])[s:11][cH:12]2)[cH:6][cH:7]1)[S:45]([c:39]1[cH:40][cH:41][cH:42][cH:43][cH:44]1)(=[O:46])=[O:47].